Dataset: the Open Reaction Database (ORD), a public repository of structured organic reaction records. Task: describe an organic reaction: reactants, conditions, products, and yield Reported procedure: 3-Amino-5-[(7-chloroquinolin-4-yl)amino]benzonitrile hydrochloride prepared from step B of example 19 (0.88 g, 2.98 mmol), 1-(2-chloroethyl)piperidine hydrochloride (0.55 g, 1 eq) and K2CO3 (0.83 g, 2 eq) were refluxed in 50 mL of acetonitrile for 48 h. The reaction mixture was then filtered. The filtrate was evaporated to yield expected compound as a yellow powder (0.58 g, 44% yield). m/z (ESI) 406.2 [M]+. Isolated yield 88.0%. RXN SMILES: Cl.[NH2:2][C:3]1[CH:4]=[C:5]([CH:8]=[C:9]([NH:11][C:12]2[C:21]3[C:16](=[CH:17][C:18]([Cl:22])=[CH:19][CH:20]=3)[N:15]=[CH:14][CH:13]=2)[CH:10]=1)[C:6]#[N:7].Cl.Cl[CH2:25][CH2:26][N:27]1[CH2:32][CH2:31][CH2:30][CH2:29][CH2:28]1.C([O-])([O-])=O.[K+].[K+]>C(#N)C>[Cl-:22].[NH2:2][C:3]1[CH:10]=[C:9]([NH:11][C:12]2[C:21]3[C:16](=[CH:17][C:18]([Cl:22])=[CH:19][CH:20]=3)[N+:15]([CH2:25][CH2:26][N:27]3[CH2:32][CH2:31][CH2:30][CH2:29][CH2:28]3)=[CH:14][CH:13]=2)[CH:8]=[C:5]([C:6]#[N:7])[CH:4]=1 |f:0.1,2.3,4.5.6,8.9|. The solvent is C(C)#N (acetonitrile). Product: [Cl-].NC=1C=C(C=C(C1)C#N)NC1=CC=[N+](C2=CC(=CC=C12)Cl)CCN1CCCCC1 (4-[(3-amino-5-cyanophenyl)amino]-7-chloro-1-[2-(piperidin-1-yl)ethyl]quinolin-1-ium chloride). Reactants: Cl.NC=1C=C(C#N)C=C(C1)NC1=CC=NC2=CC(=CC=C12)Cl (3-Amino-5-[(7-chloroquinolin-4-yl)amino]benzonitrile hydrochloride), Cl.ClCCN1CCCCC1 (1-(2-chloroethyl)piperidine hydrochloride), C(=O)([O-])[O-].[K+].[K+] (K2CO3). The reactants are 26, [OH-].[Na+] (sodium hydroxide), 116, COC1=CC=2CC[C@H]3[C@@H]4CCC5(OCC=C5)[C@@]4(C)CC[C@@H]3C2C=C1 (3-methoxyspiro[estra-1,3,5(10)-triene-17,2'(5'H)-furan]), ice water, resultant mixture, Cl (hydrochloric acid), B (borane), OO (hydrogen peroxide). Solvent: O (water), O1CCCC1 (tetrahydrofuran), O1CCCC1 (tetrahydrofuran). Yields the product COC1=CC=2CC[C@H]3[C@@H]4CCC5(OCC(C5)O)[C@@]4(C)CC[C@@H]3C2C=C1 (4' ,5'-dihydro-3-methoxyspiro[estra-1,3,5(10)-triene-17,2'(3'H)-furan]-4'-ol). As a reaction SMILES: [CH3:1][O:2][C:3]1[CH:24]=[CH:23][C:22]2[C@@H:21]3[C@H:8]([C@H:9]4[C@@:17]([CH2:19][CH2:20]3)([CH3:18])[C:12]3([CH:16]=[CH:15][CH2:14][O:13]3)[CH2:11][CH2:10]4)[CH2:7][CH2:6][C:5]=2[CH:4]=1.B.[OH-:26].[Na+].OO.Cl>O.O1CCCC1>[CH3:1][O:2][C:3]1[CH:24]=[CH:23][C:22]2[C@@H:21]3[C@H:8]([C@H:9]4[C@@:17]([CH2:19][CH2:20]3)([CH3:18])[C:12]3([CH2:16][CH:15]([OH:26])[CH2:14][O:13]3)[CH2:11][CH2:10]4)[CH2:7][CH2:6][C:5]=2[CH:4]=1 |f:2.3|. Procedure details: To a solution of 116 parts of 3-methoxyspiro[estra-1,3,5(10)-triene-17,2'(5'H)-furan] in 1100 parts of tetrahydrofuran at 5°-10° under nitrogen is added, with stirring, a solution of approximately 5 parts of borane in 325 parts of tetrahydrofuran. Stirring at 5°-10° is continued for 21/4 hours, whereupon a solution of 26 parts of sodium hydroxide in 213 parts of water followed -- cautiously -- by 131 parts of 30% hydrogen peroxide is mixed in. The resultant mixture is acidified with 20% hydrochl...